From a dataset of the Open Reaction Database (ORD), a public repository of structured organic reaction records. describe an organic reaction: reactants, conditions, products, and yield Starting materials: Cl (hydrochloric acid), [OH-].[K+] (potassium hydroxide), C(C)(=O)O[C@H]1[C@@H](O[C@@H]([C@H]([C@@H]1OC(C)=O)OC(C)=O)COC(C)=O)OC1=C(C(=CC(=C1)C)OCC(=O)OC)C(C)=O (2′-(2,3,4,6-tetra-O-acetyl-β-D-glucopyranosyloxy)-6′-methoxycarbonylmethoxy-4′-methylacetophenone), C1(=CC=C(C=C1)C=O)C (p-tolualdehyde), C(C)O (ethanol). The solvent is O (water). Reaction conditions: time 4 hour. Yields the product C(C)(=O)O[C@H]1[C@@H](O[C@@H]([C@H]([C@@H]1OC(C)=O)OC(C)=O)COC(C)=O)OC1=CC(=CC2=C1C(=CO2)CCC2=CC=C(C=C2)C)C (4-(2,3,4,6-tetra-O-acetyl-β-D-glucopyranosyloxy)-6-methyl-3-[2-(4-methylphenyl)ethyl]benzofuran). RXN SMILES: [C:1]([O:4][C@@H:5]1[C@@H:10]([O:11][C:12](=[O:14])[CH3:13])[C@H:9]([O:15][C:16](=[O:18])[CH3:17])[C@@H:8]([CH2:19][O:20][C:21](=[O:23])[CH3:22])[O:7][C@H:6]1[O:24][C:25]1[CH:30]=[C:29]([CH3:31])[CH:28]=[C:27]([O:32][CH2:33][C:34](OC)=O)[C:26]=1C(=O)C)(=[O:3])[CH3:2].[C:41]1([CH3:49])[CH:46]=[CH:45][C:44]([CH:47]=O)=[CH:43][CH:42]=1.[OH-].[K+].Cl.[CH2:53](O)C>O>[C:1]([O:4][C@@H:5]1[C@@H:10]([O:11][C:12](=[O:14])[CH3:13])[C@H:19]([O:20][C:21](=[O:23])[CH3:22])[C@@H:8]([CH2:9][O:15][C:16](=[O:18])[CH3:17])[O:7][C@H:6]1[O:24][C:25]1[C:26]2[C:34]([CH2:53][CH2:47][C:44]3[CH:45]=[CH:46][C:41]([CH3:49])=[CH:42][CH:43]=3)=[CH:33][O:32][C:27]=2[CH:28]=[C:29]([CH3:31])[CH:30]=1)(=[O:3])[CH3:2] |f:2.3|. Procedure details: To a suspension of 2′-(2,3,4,6-tetra-O-acetyl-β-D-glucopyranosyloxy)-6′-methoxycarbonylmethoxy-4′-methylacetophenone (0.35 g) and p-tolualdehyde (81 mg) in ethanol (10 mL) were added water (1.7 mL) and potassium hydroxide (0.41 g), and the mixture was stirred at room temperature for 4 hours. The reaction mixture was poured into 1 mol/L hydrochloric acid (7.5 mL), and the resulting mixture was extracted with ethyl acetate twice. The extracts were combined and washed with brine, and dried over anh... The reactants are CN1CCCC1=O, Cl, c1ccc(-c2cc3c(-c4cn[nH]c4)nccc3nc2-c2ccc(C3OCCO3)cc2)cc1. The product is O=Cc1ccc(-c2nc3ccnc(-c4cn[nH]c4)c3cc2-c2ccccc2)cc1. RXN SMILES: [CH3:34][N:35]1[CH2:36][CH2:37][CH2:38][C:39]1=[O:40].[ClH:33].[O:1]1[CH:2]([c:6]2[cH:7][cH:8][c:9](-[c:12]3[n:13][c:14]4[cH:15][cH:16][n:17][c:18](-[c:28]5[cH:29][n:30][nH:31][cH:32]5)[c:19]4[cH:20][c:21]3-[c:22]3[cH:23][cH:24][cH:25][cH:26][cH:27]3)[cH:10][cH:11]2)[O:5][CH2:4][CH2:3]1>>[O:1]=[CH:2][c:6]1[cH:7][cH:8][c:9](-[c:12]2[n:13][c:14]3[cH:15][cH:16][n:17][c:18](-[c:28]4[cH:29][n:30][nH:31][cH:32]4)[c:19]3[cH:20][c:21]2-[c:22]2[cH:23][cH:24][cH:25][cH:26][cH:27]2)[cH:10][cH:11]1. Starting materials: COc1ccc(CN2CC(C)(CNC(=O)c3ccc(-c4nc5cc(C#N)cc(C(C)C)c5o4)cc3)OC2=O)cc1, CN(C)C=O, FC(F)(F)c1ccnc(Cl)n1, [H-], [Na+]. The product is CC(C)c1cc(C#N)cc2nc(-c3ccc(C(=O)NCC4(C)CN(c5nccc(C(F)(F)F)n5)C(=O)O4)cc3)oc12. Reaction SMILES: [C:3](#[N:4])[c:5]1[cH:6][c:7]([CH:40]([CH3:41])[CH3:42])[c:8]2[c:9]([n:10][c:11](-[c:13]3[cH:14][cH:15][c:16]([C:17](=[O:18])[NH:19][CH2:20][C:21]4([CH3:36])[CH2:22][N:23]([CH2:27][c:28]5[cH:29][cH:30][c:31]([O:32][CH3:33])[cH:34][cH:35]5)[C:24](=[O:26])[O:25]4)[cH:37][cH:38]3)[o:12]2)[cH:39]1.[CH3:54][N:55]([CH3:56])[CH:57]=[O:58].[Cl:43][c:44]1[n:45][cH:46][cH:47][c:48]([C:50]([F:51])([F:52])[F:53])[n:49]1.[H-:1].[Na+:2]>>[C:3](#[N:4])[c:5]1[cH:6][c:7]([CH:40]([CH3:41])[CH3:42])[c:8]2[c:9]([n:10][c:11](-[c:13]3[cH:14][cH:15][c:16]([C:17](=[O:18])[NH:19][CH2:20][C:21]4([CH3:36])[CH2:22][N:23]([c:44]5[n:45][cH:46][cH:47][c:48]([C:50]([F:51])([F:52])[F:53])[n:49]5)[C:24](=[O:26])[O:25]4)[cH:37][cH:38]3)[o:12]2)[cH:39]1. Starting materials: C(C)OC(C(C(=O)C1=CC=C(C=C1)F)C1=NC(=NC=C1)SC)=O (3-(4-fluorophenyl)-3-oxo-2-(2-methylsulfanyl-pyrimidin-4-yl)-propionic acid ethyl ester), C(C)O (ethanol), N1=CC=CC=C1 (pyridine). Yields the product FC1=CC=C(C=C1)C=1NOC(C1C1=NC(=NC=C1)SC)=O (3-(4-Fluorophenyl)-4-(2-methylsulfanyl-pyrimidin-4-yl)-2H-isoxazol-5-one). Reaction SMILES: C([O:3][C:4](=[O:23])[CH:5]([C:15]1[CH:20]=[CH:19][N:18]=[C:17]([S:21][CH3:22])[N:16]=1)[C:6]([C:8]1[CH:13]=[CH:12][C:11]([F:14])=[CH:10][CH:9]=1)=O)C.C(O)C.[N:27]1C=CC=CC=1>>[F:14][C:11]1[CH:12]=[CH:13][C:8]([C:6]2[NH:27][O:3][C:4](=[O:23])[C:5]=2[C:15]2[CH:20]=[CH:19][N:18]=[C:17]([S:21][CH3:22])[N:16]=2)=[CH:9][CH:10]=1. Reported procedure: Using the procedure from Example 1k set forth above, substitute 3-(4-fluorophenyl)-3-oxo-2-(2-methylsulfanyl-pyrimidin-4-yl)-propionic acid ethyl ester for 2-(4-fluorophenyl)-3-oxo-3-pyridin4-yl-propiornc acid methyl ester and ethanol for pyridine to produce the title compound. Starting materials: C(C)(=O)OC1C[C@H](OC(C)=O)[C@H](OC(C)=O)[C@@H](O1)C(F)(F)F (1,3,4-tri-O-acetyl-2,6-dideoxy-6,6,6-trifluoro-L-lyxo-hexopyranose), Br.C(C)(=O)O (hydrogen bromide acetic acid). The product is C(C)(=O)O[C@H]1C[C@@H](O[C@H]([C@H]1OC(C)=O)C(F)(F)F)Br (3,4-di-O-acetyl-2,6-dideoxy-6,6,6-trifluoro-α-L-lyxo-hexopyranosyl bromide), 1-bromo sugar. Reaction SMILES: C(O[CH:5]1[O:18][C@@H:17]([C:19]([F:22])([F:21])[F:20])[C@@H:12]([O:13][C:14](=[O:16])[CH3:15])[C@@H:7]([O:8][C:9](=[O:11])[CH3:10])[CH2:6]1)(=O)C.[BrH:23].C(O)(=O)C>>[C:9]([O:8][C@@H:7]1[C@H:12]([O:13][C:14](=[O:16])[CH3:15])[C@H:17]([C:19]([F:22])([F:21])[F:20])[O:18][C@@H:5]([Br:23])[CH2:6]1)(=[O:11])[CH3:10] |f:1.2|. Procedure: Step (12'): Compound 77 (the mixture of the aforesaid anomers) is brominated in its solution in hydrogen bromide-acetic acid by a conventional method, whereby there is obtained 3,4-di-O-acetyl-2,6-dideoxy-6,6,6-trifluoro-α-L-lyxo-hexopyranosyl bromide [Compound 78 of the formula ##STR118## as a 1-bromo sugar. While, when Compound 77 is reacted with iodotrimethylsilane in anhydrous toluene, there is produced a corresponding 1-iodo sugar.